Dataset: the Open Reaction Database (ORD), a public repository of structured organic reaction records. Task: describe an organic reaction: reactants, conditions, products, and yield Starting materials: ice water, CN=C=S (methyl isothiocyanate), ClC=1C=CC(=C(C(=O)NC2C(OC3=CC(=C(C=C3C2)S(N)(=O)=O)OC)(C)C)C1)OC (3-(5-chloro-2-methoxybenzamido)-2,2-dimethyl-6-sulfamoyl-7-methoxychroman), C([O-])([O-])=O.[K+].[K+] (potassium carbonate), C (charcoal). Run in CS(=O)C (DMSO). Run at temperature 80 celsius, time 25 minute. The product is ClC=1C=CC(=C(C(=O)NC2C(OC3=CC(=C(C=C3C2)S(=O)(=O)NC(=S)NC)OC)(C)C)C1)OC (3-(5-Chloro-2-methoxybenzamido)-2,2-dimethyl-6-(methylaminothiocarbonylaminosulfonyl)-7-methoxychroman). Reaction SMILES: [CH3:1][N:2]=[C:3]=[S:4].[Cl:5][C:6]1[CH:7]=[CH:8][C:9]([O:33][CH3:34])=[C:10]([CH:32]=1)[C:11]([NH:13][CH:14]1[CH2:23][C:22]2[C:17](=[CH:18][C:19]([O:28][CH3:29])=[C:20]([S:24](=[O:27])(=[O:26])[NH2:25])[CH:21]=2)[O:16][C:15]1([CH3:31])[CH3:30])=[O:12].C(=O)([O-])[O-].[K+].[K+].C>CS(C)=O>[Cl:5][C:6]1[CH:7]=[CH:8][C:9]([O:33][CH3:34])=[C:10]([CH:32]=1)[C:11]([NH:13][CH:14]1[CH2:23][C:22]2[C:17](=[CH:18][C:19]([O:28][CH3:29])=[C:20]([S:24]([NH:25][C:3]([NH:2][CH3:1])=[S:4])(=[O:27])=[O:26])[CH:21]=2)[O:16][C:15]1([CH3:31])[CH3:30])=[O:12] |f:2.3.4|. Procedure: 0.26 g (3.5 mmol) of methyl isothiocyanate was added to a suspension of 1.14 g (2.5 mmol) of 3-(5-chloro-2-methoxybenzamido)-2,2-dimethyl-6-sulfamoyl-7-methoxychroman and 1.04 g (7.5 mmol) of finely powdered potassium carbonate in 10 ml of DMSO. After the mixture had been stirred at 80° C. for 25 minutes, it was cooled, introduced into ice/water, clarified with charcoal and acidified to pH 1. The precipitate was filtered off with suction and recrystallized from methanol/DMF. The product had a me... The reactants are C(C)(C)N (Isopropylamine), ClC=1N=C(NC1CC)C(=O)NC1C(CN(CC1)C(=O)OC(C)(C)C)=O (tert-butyl 4-{[(4-chloro-5-ethyl-1H-imidazol-2-yl)carbonyl]amino}-3-oxopiperidine-1-carboxylate), C(C)(C)N (Isopropylamine), C(#N)[BH3-].[Na+] (sodium cyanoborohydride), C(C)(=O)O (acetic acid). Solvent: O1CCCC1 (tetrahydrofuran). Conditions: temperature 50 celsius, time 15 hour. The product is ClC=1N=C(NC1CC)C(=O)N[C@H]1[C@@H](CN(CC1)C(=O)OC(C)(C)C)NC(C)C (tert-Butyl trans(±)-4-{[(4-chloro-5-ethyl-1H-imidazol-2-yl)carbonyl]amino}-3-(isopropylamino)piperidine-1-carboxylate). Yield: 12.0%. Reaction SMILES: [CH:1]([NH2:4])([CH3:3])[CH3:2].[Cl:5][C:6]1[N:7]=[C:8]([C:13]([NH:15][CH:16]2[CH2:21][CH2:20][N:19]([C:22]([O:24][C:25]([CH3:28])([CH3:27])[CH3:26])=[O:23])[CH2:18][C:17]2=O)=[O:14])[NH:9][C:10]=1[CH2:11][CH3:12].C([BH3-])#N.[Na+].C(O)(=O)C>O1CCCC1>[Cl:5][C:6]1[N:7]=[C:8]([C:13]([NH:15][C@@H:16]2[CH2:21][CH2:20][N:19]([C:22]([O:24][C:25]([CH3:28])([CH3:27])[CH3:26])=[O:23])[CH2:18][C@H:17]2[NH:4][CH:1]([CH3:3])[CH3:2])=[O:14])[NH:9][C:10]=1[CH2:11][CH3:12] |f:2.3|. Reported procedure: Isopropylamine (372 μL, 4.37 mmol) was added to a solution of tert-butyl 4-{[(4-chloro-5-ethyl-1H-imidazol-2-yl)carbonyl]amino}-3-oxopiperidine-1-carboxylate obtained in Example (201c) (162 mg, 0.437 mmol) in tetrahydrofuran (4 mL), and the mixture was heated under reflux at 50° C. for four hours. The reaction solution was concentrated under reduced pressure, and then tetrahydrofuran (3 mL) and methanol (3 mL) were added. Isopropylamine (37.2 μL, 0.437 mmol), sodium cyanoborohydride (82.4 mg, 1.... Starting materials: BrB(Br)Br, COCCNS(=O)(=O)c1ccc(CNC(=O)c2cccc3c2cnn3-c2ccc(F)cc2)cc1, ClCCl. Product: O=C(NCc1ccc(S(=O)(=O)NCCO)cc1)c1cccc2c1cnn2-c1ccc(F)cc1. RXN SMILES: [B:35]([Br:36])([Br:37])[Br:38].[CH3:1][O:2][CH2:3][CH2:4][NH:5][S:6](=[O:7])(=[O:8])[c:9]1[cH:10][cH:11][c:12]([CH2:13][NH:14][C:15](=[O:16])[c:17]2[c:18]3[cH:19][n:20][n:21](-[c:26]4[cH:27][cH:28][c:29]([F:32])[cH:30][cH:31]4)[c:22]3[cH:23][cH:24][cH:25]2)[cH:33][cH:34]1.[Cl:39][CH2:40][Cl:41]>>[OH:2][CH2:3][CH2:4][NH:5][S:6](=[O:7])(=[O:8])[c:9]1[cH:10][cH:11][c:12]([CH2:13][NH:14][C:15](=[O:16])[c:17]2[c:18]3[cH:19][n:20][n:21](-[c:26]4[cH:27][cH:28][c:29]([F:32])[cH:30][cH:31]4)[c:22]3[cH:23][cH:24][cH:25]2)[cH:33][cH:34]1. The reactants are ClC1=NC=NC(=C1N)Cl (4,6-dichloropyrimidin-5-amine), C1(CC1)N (cycloproplyamine). The solvent is C(C)O (ethanol). Run at time 1 hour. Yields the product ClC1=C(C(=NC=N1)NC1CC1)N (6-Chloro-N4-cyclopropylpyrimidine-4,5-diamine). The yield is 100.7%. Reaction SMILES: Cl[C:2]1[C:7]([NH2:8])=[C:6]([Cl:9])[N:5]=[CH:4][N:3]=1.[CH:10]1([NH2:13])[CH2:12][CH2:11]1>C(O)C>[Cl:9][C:6]1[N:5]=[CH:4][N:3]=[C:2]([NH:13][CH:10]2[CH2:12][CH2:11]2)[C:7]=1[NH2:8]. Procedure details: A stirred solution of 4,6-dichloropyrimidin-5-amine (10 g, 60.9 mmol) and cycloproplyamine (10.44 g, 182.93 mmol, 12.7 mL) in absolute ethanol (100 mL) wee heated at 125° C. in a sealed tube for 4 days. The reaction mixture was then concentrated under reduced pressure to give a yellow solid which was triturated with cold water (200 mL). The resulting slurry was stirred for one hour at room temperature and then filtered. The isolated solid was washed with water (2×25 mL) and dried under reduced p... Reactants: C(C)(C)(C)OC(N[C@@H](CC1=CC=C(C=C1)[N+](=O)[O-])C(N)=S)=O ([2-(4-nitrophenyl)-1-(S)-thiocarbamoylethyl]-carbamic acid tert-butyl ester), BrCC(CC)=O (1-bromo-2-butanone), C(C)OCC (diethyl ether). Solvent: CC#N (CH3CN). Yields the product Br.C(C)C=1N=C(SC1)[C@H](CC1=CC=C(C=C1)[N+](=O)[O-])N (1-(S)-(4-ethylthiazol-2-yl)-2-(4-nitrophenyl)ethyl amine hydrobromide). Reaction SMILES: C(OC(=O)[NH:7][C@H:8]([C:19](=[S:21])[NH2:20])[CH2:9][C:10]1[CH:15]=[CH:14][C:13]([N+:16]([O-:18])=[O:17])=[CH:12][CH:11]=1)(C)(C)C.[Br:23][CH2:24][C:25](=O)[CH2:26][CH3:27].C(OCC)C>CC#N>[BrH:23].[CH2:26]([C:25]1[N:20]=[C:19]([C@@H:8]([NH2:7])[CH2:9][C:10]2[CH:11]=[CH:12][C:13]([N+:16]([O-:18])=[O:17])=[CH:14][CH:15]=2)[S:21][CH:24]=1)[CH3:27] |f:4.5|. Procedure: A mixture of [2-(4-nitrophenyl)-1-(S)-thiocarbamoylethyl]-carbamic acid tert-butyl ester, 2, (10 g, 30.7 mmol) and 1-bromo-2-butanone (90%, 3.8 mL, 33.8 mmol) in CH3CN (500 mL) is refluxed for 18 hours. The reaction mixture is cooled to room temperature and diethyl ether is added to the solution and the precipitate which forms is removed by filtration to afford 7.47 g of the desired product. ESI+ MS 278 (M+1). Starting materials: OO (hydrogen peroxide), O1C(=CC=C1)CN1C(=NC=2C1=NC=CC2)CC2CCN(CC2)CCN2C(NC1=C(C2=O)C=C(S1)C)=S (3-[2-[4-[[3-(2-furanylmethyl)-3H-imidazo[4,5-b]pyridin-2-yl]methyl]-1-piperidinyl]ethyl]-2,3-dihydro-6-methyl-2-thioxothieno[2,3-d]pyrimidin-4(1H)-one), [OH-].[K+] (potassium hydroxide), C(C)O (ethanol). Solvent: O (water). Reaction conditions: time 8 hour. Yields the product O.O1C(=CC=C1)CN1C(=NC=2C1=NC=CC2)CC2CCN(CC2)CCN2C(NC1=C(C2=O)C=C(S1)C)=O (3-[2-[4-[[3-(2-furanylmethyl)-3H-imidazo[4,5-b]pyridin-2-yl]methyl]-1-piperidinyl]ethyl]-6-methylthieno[2,3-d]pyrimidine-2,4(1H,3H)-dione monohydrate). The yield is 58.0%. RXN SMILES: [O:1]1[CH:5]=[CH:4][CH:3]=[C:2]1[CH2:6][N:7]1[C:11]2=[N:12][CH:13]=[CH:14][CH:15]=[C:10]2[N:9]=[C:8]1[CH2:16][CH:17]1[CH2:22][CH2:21][N:20]([CH2:23][CH2:24][N:25]2[C:30](=[O:31])[C:29]3[CH:32]=[C:33]([CH3:35])[S:34][C:28]=3[NH:27][C:26]2=S)[CH2:19][CH2:18]1.[OH-].[K+].C([OH:41])C.OO>O>[OH2:1].[O:1]1[CH:5]=[CH:4][CH:3]=[C:2]1[CH2:6][N:7]1[C:11]2=[N:12][CH:13]=[CH:14][CH:15]=[C:10]2[N:9]=[C:8]1[CH2:16][CH:17]1[CH2:22][CH2:21][N:20]([CH2:23][CH2:24][N:25]2[C:30](=[O:31])[C:29]3[CH:32]=[C:33]([CH3:35])[S:34][C:28]=3[NH:27][C:26]2=[O:41])[CH2:19][CH2:18]1 |f:1.2,6.7|. Procedure: To a stirred mixture of 3 parts of 3-[2-[4-[[3-(2-furanylmethyl)-3H-imidazo[4,5-b]pyridin-2-yl]methyl]-1-piperidinyl]ethyl]-2,3-dihydro-6-methyl-2-thioxothieno[2,3-d]pyrimidin-4(1H)-one, 4.3 parts of potassium hydroxide, 56 parts of ethanol and 5.5 parts of water were added dropwise 45 parts of a hydrogen peroxide solution 3%. The whole was stirred overnight. The reaction mixture was evaporated. The residue was purified by column chromatography over silica gel using a mixture of trichloromethane...